Dataset: the Open Reaction Database (ORD), a public repository of structured organic reaction records. Task: describe an organic reaction: reactants, conditions, products, and yield Reactants: C(C)(=O)N1C2=C(N(C([C@H]([C@@H]1C)NC([C@H](C)N(C(OC(C)(C)C)=O)C)=O)=O)CC1=NN(C3=CC=CC=C13)C1=C(C=CC=C1)C#N)C=CC=C2 (tert-butyl(S)-1-((2S,3S)-1-acetyl-5-((1-(2-cyanophenyl)-1H-indazol-3-yl)methyl)-2-methyl-4-oxo-2,3,4,5-tetrahydro-1H-benzo[b][1,4]diazepin-3-ylamino)-1-oxopropan-2-yl(methyl)carbamate), C(=O)(C(F)(F)F)O (TFA). The solvent is C(Cl)Cl (CH2Cl2). Conditions: time 1.5 hour. Product: C(C)(=O)N1C2=C(N(C([C@H]([C@@H]1C)NC([C@H](C)NC)=O)=O)CC1=NN(C3=CC=CC=C13)C1=C(C=CC=C1)C#N)C=CC=C2 ((S)-N-((2S,3S)-1-Acetyl-5-((1-(2-cyanophenyl)-1H-indazol-3-yl)methyl)-2-methyl-4-oxo-2,3,4,5-tetrahydro-1H-benzo[b][1,4]diazepin-3-yl)-2-(methylamino)propanamide). RXN SMILES: [C:1]([N:4]1[C@@H:10]([CH3:11])[C@H:9]([NH:12][C:13](=[O:25])[C@@H:14]([N:16](C)[C:17](=O)OC(C)(C)C)[CH3:15])[C:8](=[O:26])[N:7]([CH2:27][C:28]2[C:36]3[C:31](=[CH:32][CH:33]=[CH:34][CH:35]=3)[N:30]([C:37]3[CH:42]=[CH:41][CH:40]=[CH:39][C:38]=3[C:43]#[N:44])[N:29]=2)[C:6]2[CH:45]=[CH:46][CH:47]=[CH:48][C:5]1=2)(=[O:3])[CH3:2].C(O)(C(F)(F)F)=O>C(Cl)Cl>[C:1]([N:4]1[C@@H:10]([CH3:11])[C@H:9]([NH:12][C:13](=[O:25])[C@@H:14]([NH:16][CH3:17])[CH3:15])[C:8](=[O:26])[N:7]([CH2:27][C:28]2[C:36]3[C:31](=[CH:32][CH:33]=[CH:34][CH:35]=3)[N:30]([C:37]3[CH:42]=[CH:41][CH:40]=[CH:39][C:38]=3[C:43]#[N:44])[N:29]=2)[C:6]2[CH:45]=[CH:46][CH:47]=[CH:48][C:5]1=2)(=[O:3])[CH3:2]. Reported procedure: To a rt solution of tert-butyl(S)-1-((2S,3S)-1-acetyl-5-((1-(2-cyanophenyl)-1H-indazol-3-yl)methyl)-2-methyl-4-oxo-2,3,4,5-tetrahydro-1H-benzo[b][1,4]diazepin-3-ylamino)-1-oxopropan-2-yl(methyl)carbamate (79 mg, 122 μmol) in CH2Cl2 (486 μl) was added TFA (122 μl). The reaction was stirred for 1.5 h, then concentrated and purified by reverse phase preparative HPLC to provide, after extraction from sat. aq. NaHCO3, (S)-N-((2S,3S)-1-acetyl-5-((1-(2-cyanophenyl)-1H-indazol-3-yl)methyl)-2-methyl-4-ox... Run in CN(C=O)C (dimethyl formamide), CN(C=O)C (dimethyl formamide). Procedure: Sodium hydride (60% in mineral oil, 16.5 mmoles) was stirred with dimethyl formamide (ca 8 mL) in a ice-cooled, three necked round bottom flask. A solution of [2-(1H-indol-3-yloxy)ethyl]dimethylamine (15 mmole), in dimethyl formamide (ca 5 mL) was then added dropwise to this cooled suspention of sodium hydride. After the addtion was complete, the reaction mixture was allowed to attain the room temperature (25° C.). After about one hour of stirring at 25° C., a solution of 4-Bromobenzenesulfonyl ... Reaction SMILES: [H-].[Na+].[NH:3]1[C:11]2[C:6](=[CH:7][CH:8]=[CH:9][CH:10]=2)[C:5]([O:12][CH2:13][CH2:14][N:15]([CH3:17])[CH3:16])=[CH:4]1.[Br:18][C:19]1[CH:24]=[CH:23][C:22]([S:25](Cl)(=[O:27])=[O:26])=[CH:21][CH:20]=1.O>CN(C)C=O>[Br:18][C:19]1[CH:24]=[CH:23][C:22]([S:25]([N:3]2[C:11]3[C:6](=[CH:7][CH:8]=[CH:9][CH:10]=3)[C:5]([O:12][CH2:13][CH2:14][N:15]([CH3:17])[CH3:16])=[CH:4]2)(=[O:27])=[O:26])=[CH:21][CH:20]=1 |f:0.1|. The product is BrC1=CC=C(C=C1)S(=O)(=O)N1C=C(C2=CC=CC=C12)OCCN(C)C ([2-(1-(4-Bromobenzenesulfonyl)-1H-indol-3-yloxy)ethyl]dimethylamine). Conditions: temperature 25 celsius, time 1 hour. The reactants are ice, BrC1=CC=C(C=C1)S(=O)(=O)Cl (4-Bromobenzenesulfonyl chloride), N1C=C(C2=CC=CC=C12)OCCN(C)C ([2-(1H-indol-3-yloxy)ethyl]dimethylamine), [H-].[Na+] (sodium hydride), O (water), [H-].[Na+] (Sodium hydride), ice. The reactants are N1=CC=CC2=CC=CC(=C12)O[C@@H](C(=O)OC)C ((R)-methyl 2-(quinolin-8-yloxy)propanoate), NC[C@H](CN1CC2=CC=CC=C2C1)O ((R)-1-amino-3-(isoindolin-2-yl)propan-2-ol). Run in CCO (EtOH). Conditions: temperature 120 celsius. Yields the product O[C@H](CNC([C@@H](C)OC=1C=CC=C2C=CC=NC12)=O)CN1CC2=CC=CC=C2C1 ((R)—N—((R)-2-hydroxy-3-(isoindolin-2-yl)propyl)-2-(quinolin-8-yloxy)propanamide). The yield is 11.0%. As a reaction SMILES: [N:1]1[C:10]2[C:5](=[CH:6][CH:7]=[CH:8][C:9]=2[O:11][C@H:12]([CH3:17])[C:13]([O:15]C)=O)[CH:4]=[CH:3][CH:2]=1.[NH2:18][CH2:19][C@@H:20]([OH:31])[CH2:21][N:22]1[CH2:30][C:29]2[C:24](=[CH:25][CH:26]=[CH:27][CH:28]=2)[CH2:23]1>CCO>[OH:31][C@@H:20]([CH2:21][N:22]1[CH2:23][C:24]2[C:29](=[CH:28][CH:27]=[CH:26][CH:25]=2)[CH2:30]1)[CH2:19][NH:18][C:13](=[O:15])[C@H:12]([O:11][C:9]1[CH:8]=[CH:7][CH:6]=[C:5]2[C:10]=1[N:1]=[CH:2][CH:3]=[CH:4]2)[CH3:17]. Reported procedure: To a solution of (R)-methyl 2-(quinolin-8-yloxy)propanoate (100 mg, 0.433 mmol) in EtOH (1 mL) was added (R)-1-amino-3-(isoindolin-2-yl)propan-2-ol (83 mg, 0.433 mmol). The reaction mixture was heated under microwave conditions at 120° C. for 0.5 h, concentrated, and purified by preparative TLC first and then by preparative HPLC purification. (19 mg, yield 11%) MS (ESI+) e/z: 392.1 [M+1]+. 1H NMR (MeOD, 400 MHz), δ ppm: 8.90 (d, J=2.76 Hz, 1H), 8.34 (d, J=8.28 Hz, 1H), 7.64-7.48 (m, 3H), 7.34-7.... Reactants: COc1cc(-c2cc(F)ccc2OC)ccc1CNS(=O)(=O)c1ccc(OC(F)(F)F)cc1, Fc1ccccc1, COc1cc(-c2cc(F)ccc2OC)ccc1CN, O=S(=O)(Cl)Cl. Reaction SMILES: [F:1][c:2]1[cH:3][cH:4][c:5]([O:32][CH3:33])[c:6](-[c:8]2[cH:9][c:10]([O:30][CH3:31])[c:11]([CH2:14][NH:15][S:16](=[O:17])(=[O:18])[c:19]3[cH:20][cH:21][c:22]([O:25][C:26]([F:27])([F:28])[F:29])[cH:23][cH:24]3)[cH:12][cH:13]2)[cH:7]1.[F:39][c:40]1[cH:41][cH:42][cH:43][cH:44][cH:45]1.[F:46][c:47]1[cH:48][cH:49][c:50]([O:51][CH3:52])[c:53](-[c:54]2[cH:55][cH:56][c:57]([CH2:58][NH2:59])[c:60]([O:61][CH3:62])[cH:63]2)[cH:64]1.[S:34]([Cl:35])([Cl:36])(=[O:37])=[O:38]>>[F:1][c:2]1[cH:3][cH:4][c:5]([O:32][CH3:33])[c:6](-[c:8]2[cH:9][c:10]([O:30][CH3:31])[c:11]([CH2:14][NH:15][S:16](=[O:17])(=[O:18])[c:19]3[cH:20][cH:21][c:22]([F:39])[cH:23][cH:24]3)[cH:12][cH:13]2)[cH:7]1. Product: COc1cc(-c2cc(F)ccc2OC)ccc1CNS(=O)(=O)c1ccc(F)cc1. The reactants are O=C([O-])O, CC1CCC(C(C)C)C(C(=O)Cl)C1, Cl, NCC#CCO, [Na+], O. The product is CC1CCC(C(C)C)C(C(=O)NCC#CCO)C1. RXN SMILES: [C:1](=[O:2])([OH:3])[O-:4].[CH:13]1([CH3:25])[CH2:14][CH:15]([C:22](=[O:23])[Cl:24])[CH:16]([CH:19]([CH3:20])[CH3:21])[CH2:17][CH2:18]1.[ClH:6].[NH2:7][CH2:8][C:9]#[C:10][CH2:11][OH:12].[Na+:5].[OH2:26]>>[NH:7]([CH2:8][C:9]#[C:10][CH2:11][OH:12])[C:22]([CH:15]1[CH2:14][CH:13]([CH3:25])[CH2:18][CH2:17][CH:16]1[CH:19]([CH3:20])[CH3:21])=[O:23]. Reactants: CS(=O)(=O)CCCN1CCNCC1, CCOc1cc(C(C)C)ccc1C1=NC(C)(c2ccc(Cl)cc2)C(C)(c2ccc(Cl)cc2)N1C(=O)Cl, Cl, Cl. Yields the product CCOc1cc(C(C)C)ccc1C1=NC(C)(c2ccc(Cl)cc2)C(C)(c2ccc(Cl)cc2)N1C(=O)N1CCN(CCCS(C)(=O)=O)CC1. Reaction SMILES: [CH3:39][S:40](=[O:41])(=[O:42])[CH2:43][CH2:44][CH2:45][N:46]1[CH2:47][CH2:48][NH:49][CH2:50][CH2:51]1.[Cl:1][c:2]1[cH:3][cH:4][c:5]([C:8]2([CH3:36])[N:9]=[C:10]([c:24]3[c:25]([O:33][CH2:34][CH3:35])[cH:26][c:27]([CH:30]([CH3:31])[CH3:32])[cH:28][cH:29]3)[N:11]([C:21](=[O:22])[Cl:23])[C:12]2([CH3:13])[c:14]2[cH:15][cH:16][c:17]([Cl:20])[cH:18][cH:19]2)[cH:6][cH:7]1.[ClH:37].[ClH:38]>>[Cl:1][c:2]1[cH:3][cH:4][c:5]([C:8]2([CH3:36])[N:9]=[C:10]([c:24]3[c:25]([O:33][CH2:34][CH3:35])[cH:26][c:27]([CH:30]([CH3:31])[CH3:32])[cH:28][cH:29]3)[N:11]([C:21](=[O:22])[N:49]3[CH2:48][CH2:47][N:46]([CH2:45][CH2:44][CH2:43][S:40]([CH3:39])(=[O:41])=[O:42])[CH2:51][CH2:50]3)[C:12]2([CH3:13])[c:14]2[cH:15][cH:16][c:17]([Cl:20])[cH:18][cH:19]2)[cH:6][cH:7]1. The reactants are [Br-], O=Cc1cc(Br)ccc1F, CC[Mg+], CCOCC. Yields the product CCC(O)c1cc(Br)ccc1F. RXN SMILES: [Br-:11].[Br:1][c:2]1[cH:3][cH:4][c:5]([F:10])[c:6]([CH:7]=[O:8])[cH:9]1.[CH2:12]([CH3:13])[Mg+:14].[CH3:15][CH2:16][O:17][CH2:18][CH3:19]>>[Br:1][c:2]1[cH:3][cH:4][c:5]([F:10])[c:6]([CH:7]([OH:8])[CH2:12][CH3:13])[cH:9]1.